From a dataset of the Open Reaction Database (ORD), a public repository of structured organic reaction records. describe an organic reaction: reactants, conditions, products, and yield The reactants are C1CCNC1, CC(COS(C)(=O)=O)N1c2ccccc2Sc2ccc(C#N)cc21, Cc1ccccc1. Reaction SMILES: [CH2:25]1[CH2:26][CH2:27][NH:28][CH2:29]1.[CH3:1][S:2]([O:3][CH2:6][CH:7]([CH3:8])[N:9]1[c:10]2[cH:11][cH:12][cH:13][cH:14][c:15]2[S:16][c:17]2[cH:18][cH:19][c:20]([C:23]#[N:24])[cH:21][c:22]21)(=[O:4])=[O:5].[CH3:30][c:31]1[cH:32][cH:33][cH:34][cH:35][cH:36]1>>[CH2:6]([CH:7]([CH3:8])[N:9]1[c:10]2[cH:11][cH:12][cH:13][cH:14][c:15]2[S:16][c:17]2[cH:18][cH:19][c:20]([C:23]#[N:24])[cH:21][c:22]21)[N:28]1[CH2:27][CH2:26][CH2:25][CH2:29]1. The product is CC(CN1CCCC1)N1c2ccccc2Sc2ccc(C#N)cc21. The reactants are C(C)(=O)N1[C@H](C[C@H](C2=CC(=CC=C12)C=1N=NN(C1)CCO[Si](C)(C)C(C)(C)C)NC(OC(C)(C)C)=O)C (1,1-dimethylethyl {(2S,4R)-1-acetyl-6-[1-(2-{[(1,1-dimethylethyl)(dimethyl)silyl]oxy}ethyl)-1H-1,2,3-triazol-4-yl]-2-methyl-1,2,3,4-tetrahydro-4-quinolinyl}carbamate), intermediate 46, FC(C(=O)O)(F)F (trifluoroacetic acid). Solvent: ClCCl (dichloromethane). Reaction conditions: time 1 hour. The product is C(C)(=O)N1[C@H](C[C@H](C2=CC(=CC=C12)C=1N=NN(C1)CCO)N)C (2-{4-[(2S,4R)-1-acetyl-4-amino-2-methyl-1,2,3,4-tetrahydro-6-quinolinyl]-1H-1,2,3-triazol-1-yl}ethanol). The yield is 78.0%. As a reaction SMILES: [C:1]([N:4]1[C:13]2[C:8](=[CH:9][C:10]([C:14]3[N:15]=[N:16][N:17]([CH2:19][CH2:20][O:21][Si](C(C)(C)C)(C)C)[CH:18]=3)=[CH:11][CH:12]=2)[C@H:7]([NH:29]C(=O)OC(C)(C)C)[CH2:6][C@@H:5]1[CH3:37])(=[O:3])[CH3:2].FC(F)(F)C(O)=O>ClCCl>[C:1]([N:4]1[C:13]2[C:8](=[CH:9][C:10]([C:14]3[N:15]=[N:16][N:17]([CH2:19][CH2:20][OH:21])[CH:18]=3)=[CH:11][CH:12]=2)[C@H:7]([NH2:29])[CH2:6][C@@H:5]1[CH3:37])(=[O:3])[CH3:2]. Procedure: A solution of 1,1-dimethylethyl {(2S,4R)-1-acetyl-6-[1-(2-{[(1,1-dimethylethyl)(dimethyl)silyl]oxy}ethyl)-1H-1,2,3-triazol-4-yl]-2-methyl-1,2,3,4-tetrahydro-4-quinolinyl}carbamate (for a preparation see intermediate 46) (599 mg, 1.131 mmol) in dichloromethane (DCM) (20 mL) was treated with trifluoroacetic acid (TFA) (5.00 mL) and the resulting reaction mixture was stirred for 1 h at room temperature then concentrated in vacuovacuo. Purification of the residue on SP4 using a 50 G silica cartridge... Starting materials: COc1cc(C(C)=O)cc(OC)c1OC, O=Cc1ccncc1, [Na+], [OH-], O. Yields the product COc1cc(C(=O)C=Cc2ccncc2)cc(OC)c1OC. Reaction SMILES: [CH3:1][O:2][c:3]1[cH:4][c:5]([C:13]([CH3:14])=[O:15])[cH:6][c:7]([O:11][CH3:12])[c:8]1[O:9][CH3:10].[CH:16]([c:17]1[cH:18][cH:19][n:20][cH:21][cH:22]1)=[O:23].[Na+:25].[OH-:24].[OH2:26]>>[CH3:1][O:2][c:3]1[cH:4][c:5]([C:13]([CH:14]=[CH:16][c:17]2[cH:18][cH:19][n:20][cH:21][cH:22]2)=[O:15])[cH:6][c:7]([O:11][CH3:12])[c:8]1[O:9][CH3:10]. Reactants: O (water), OCC(O)CO (glycerin), [OH-].[Na+] (sodium hydroxide), [Na]C1=CC=C(C(S(=O)(=O)O)Br)C=C1 (4-sodiosulfobenzyl bromide). Solvent: C(C)(C)O (isopropanol), C(C)O.CO (ethanol methanol). Reaction conditions: temperature 95 celsius. The product is [Na]C1=CC=C(C(OCC(CO)O)S(=O)(=O)O)C=C1 (3-(p-sodiosulfobenzyloxy)-1,2-propanediol). As a reaction SMILES: [OH:1][CH2:2][CH:3]([CH2:5][OH:6])[OH:4].[OH-].[Na+].[Na:9][C:10]1[CH:21]=[CH:20][C:13]([CH:14](Br)[S:15]([OH:18])(=[O:17])=[O:16])=[CH:12][CH:11]=1.O>C(O)(C)C.C(O)C.CO>[Na:9][C:10]1[CH:21]=[CH:20][C:13]([CH:14]([S:15]([OH:18])(=[O:16])=[O:17])[O:1][CH2:2][CH:3]([OH:4])[CH2:5][OH:6])=[CH:12][CH:11]=1 |f:1.2,6.7|. Procedure: A 300-ml. beaker is charged with 18.4 parts of glycerin and 1.7 parts of sodium hydroxide. The mixture is heated to 95° C. while being stirred magnetically. To the beaker then is added 13.7 parts of 4-sodiosulfobenzyl bromide and the temperature is maintained at 95° C. for 3 hours. The viscous reaction solution then is added to 300 parts of water. The aqueous solution is concentrated to about one-tenth of its original volume and 250 parts of dimethyl sulfoxide added; isopropanol, about 200 parts... Reactants: O=C(Cl)OCc1ccccc1, Cl, Cl, O=C1CCNCC1, [Na+], [OH-], O. The product is O=C1CCN(C(=O)OCc2ccccc2)CC1. RXN SMILES: [CH2:10]([c:11]1[cH:12][cH:13][cH:14][cH:15][cH:16]1)[O:17][C:18](=[O:19])[Cl:20].[ClH:21].[ClH:2].[NH:3]1[CH2:4][CH2:5][C:6](=[O:9])[CH2:7][CH2:8]1.[Na+:23].[OH-:22].[OH2:1]>>[N:3]1([C:18]([O:17][CH2:10][c:11]2[cH:12][cH:13][cH:14][cH:15][cH:16]2)=[O:19])[CH2:4][CH2:5][C:6](=[O:9])[CH2:7][CH2:8]1. The reactants are COc1cc(C(=O)O)c(OC)cc1Br, O=C([O-])[O-], Cl, OB(O)c1ccccc1C(F)(F)F, [K+], [K+], C1COCCO1, c1ccc(P(c2ccccc2)(c2ccccc2)[Pd](P(c2ccccc2)(c2ccccc2)c2ccccc2)(P(c2ccccc2)(c2ccccc2)c2ccccc2)P(c2ccccc2)(c2ccccc2)c2ccccc2)cc1. Product: COc1cc(-c2ccccc2C(F)(F)F)c(OC)cc1C(=O)O. Reaction SMILES: [Br:1][c:2]1[cH:3][c:4]([O:13][CH3:14])[c:5]([C:6](=[O:7])[OH:8])[cH:9][c:10]1[O:11][CH3:12].[C:28](=[O:29])([O-:30])[O-:31].[ClH:34].[F:15][C:16]([c:17]1[c:18]([B:23]([OH:24])[OH:25])[cH:19][cH:20][cH:21][cH:22]1)([F:26])[F:27].[K+:32].[K+:33].[O:35]1[CH2:36][CH2:37][O:38][CH2:39][CH2:40]1.[cH:41]1[cH:42][cH:43][c:44]([P:45]([Pd:46]([P:47]([c:48]2[cH:49][cH:50][cH:51][cH:52][cH:53]2)([c:54]2[cH:55][cH:56][cH:57][cH:58][cH:59]2)[c:60]2[cH:61][cH:62][cH:63][cH:64][cH:65]2)([P:66]([c:67]2[cH:68][cH:69][cH:70][cH:71][cH:72]2)([c:73]2[cH:74][cH:75][cH:76][cH:77][cH:78]2)[c:79]2[cH:80][cH:81][cH:82][cH:83][cH:84]2)[P:85]([c:86]2[cH:87][cH:88][cH:89][cH:90][cH:91]2)([c:92]2[cH:93][cH:94][cH:95][cH:96][cH:97]2)[c:98]2[cH:99][cH:100][cH:101][cH:102][cH:103]2)([c:104]2[cH:105][cH:106][cH:107][cH:108][cH:109]2)[c:110]2[cH:111][cH:112][cH:113][cH:114][cH:115]2)[cH:116][cH:117]1>>[c:2]1(-[c:18]2[c:17]([C:16]([F:15])([F:26])[F:27])[cH:22][cH:21][cH:20][cH:19]2)[cH:3][c:4]([O:13][CH3:14])[c:5]([C:6](=[O:7])[OH:8])[cH:9][c:10]1[O:11][CH3:12].